Dataset: the Open Reaction Database (ORD), a public repository of structured organic reaction records. Task: describe an organic reaction: reactants, conditions, products, and yield Reactants: COC(=O)c1ccc(COc2c(Br)cccc2Cc2ccccc2)cc1, C1CCOC1, CCO, [Na+], [OH-]. Product: O=C(O)c1ccc(COc2c(Br)cccc2Cc2ccccc2)cc1. As a reaction SMILES: [CH2:1]([c:2]1[cH:3][cH:4][cH:5][cH:6][cH:7]1)[c:8]1[c:9]([O:10][CH2:11][c:12]2[cH:13][cH:14][c:15]([C:16](=[O:17])[O:18][CH3:19])[cH:20][cH:21]2)[c:22]([Br:26])[cH:23][cH:24][cH:25]1.[CH2:27]1[O:28][CH2:29][CH2:30][CH2:31]1.[CH3:34][CH2:35][OH:36].[Na+:33].[OH-:32]>>[CH2:1]([c:2]1[cH:3][cH:4][cH:5][cH:6][cH:7]1)[c:8]1[c:9]([O:10][CH2:11][c:12]2[cH:13][cH:14][c:15]([C:16](=[O:17])[OH:18])[cH:20][cH:21]2)[c:22]([Br:26])[cH:23][cH:24][cH:25]1. Starting materials: BrC1=CC(=NC2=CC=CC=C12)C1=C(C=CC(=C1)Cl)F (4-Bromo-2-(5-chloro-2-fluoro-phenyl)-quinoline), COC=1C=NC=CC1N (3-methoxy-4-amino pyridine), C(=O)([O-])[O-].[Cs+].[Cs+] (Cs2CO3). Reagents/catalysts: C=1C=CC(=CC1)/C=C/C(=O)/C=C/C2=CC=CC=C2.C=1C=CC(=CC1)/C=C/C(=O)/C=C/C2=CC=CC=C2.C=1C=CC(=CC1)/C=C/C(=O)/C=C/C2=CC=CC=C2.[Pd].[Pd] (Pd2(dba)3), CC1(C2=C(C(=CC=C2)P(C3=CC=CC=C3)C4=CC=CC=C4)OC5=C(C=CC=C51)P(C6=CC=CC=C6)C7=CC=CC=C7)C (Xanthphos). The solvent is O1CCOCC1 (dioxane). Conditions: time 30 minute. The product is ClC=1C=CC(=C(C1)C1=NC2=CC=CC=C2C(=C1)NC1=C(C=NC=C1)OC)F ([2-(5-Chloro-2-fluoro-phenyl)-quinolin-4-yl]-(3-methoxy-pyridin-4-yl)-amine). Yield: 80.8%. RXN SMILES: Br[C:2]1[C:11]2[C:6](=[CH:7][CH:8]=[CH:9][CH:10]=2)[N:5]=[C:4]([C:12]2[CH:17]=[C:16]([Cl:18])[CH:15]=[CH:14][C:13]=2[F:19])[CH:3]=1.[CH3:20][O:21][C:22]1[CH:23]=[N:24][CH:25]=[CH:26][C:27]=1[NH2:28].C([O-])([O-])=O.[Cs+].[Cs+]>O1CCOCC1.C1C=CC(/C=C/C(/C=C/C2C=CC=CC=2)=O)=CC=1.C1C=CC(/C=C/C(/C=C/C2C=CC=CC=2)=O)=CC=1.C1C=CC(/C=C/C(/C=C/C2C=CC=CC=2)=O)=CC=1.[Pd].[Pd].CC1(C)C2C(=C(P(C3C=CC=CC=3)C3C=CC=CC=3)C=CC=2)OC2C(P(C3C=CC=CC=3)C3C=CC=CC=3)=CC=CC1=2>[Cl:18][C:16]1[CH:15]=[CH:14][C:13]([F:19])=[C:12]([C:4]2[CH:3]=[C:2]([NH:28][C:27]3[CH:26]=[CH:25][N:24]=[CH:23][C:22]=3[O:21][CH3:20])[C:11]3[C:6](=[CH:7][CH:8]=[CH:9][CH:10]=3)[N:5]=2)[CH:17]=1 |f:2.3.4,6.7.8.9.10|. Reported procedure: 250 mg 4-Bromo-2-(5-chloro-2-fluoro-phenyl)-quinoline (cf. Example 5; M 336.59) and 94 mg of 3-methoxy-4-amino pyridine (Tyger Scientific) in 25 ml dioxane were treated under argon with 14 mg Pd2(dba)3 (Aldrich) and 22 mg Xanthphos (ABCR) under basic conditions adjusted with 485 mg Cs2CO3 at 85° C. internal temperature over night. Work-up was conducted by RP HPLC on a Gemini column Axia RP18-100×30 mm/10 μm-110 A. Elution was performed with a 30 min gradient of 1-99% buffer B (=0.3% TFA in CH3CN... Starting materials: CC(=O)OCC1OC(OC(C)=O)C(OC(C)=O)C1OC(C)=O, O=[N+]([O-])c1ccc(OP(=O)([O-])Oc2ccc([N+](=O)[O-])cc2)cc1, O, COC(=O)c1nc[nH]n1. Yields the product COC(=O)c1ncn(C2OC(COC(C)=O)C(OC(C)=O)C2OC(C)=O)n1. As a reaction SMILES: [C:10]([O:11][CH:14]1[CH:15]([O:16][C:17]([CH3:18])=[O:19])[CH:20]([O:21][C:22]([CH3:23])=[O:24])[CH:25]([CH2:27][O:28][C:29]([CH3:30])=[O:31])[O:26]1)(=[O:12])[CH3:13].[N+:32]([c:33]1[cH:34][cH:35][c:36]([O:37][P:38]([O-:39])([O:40][c:41]2[cH:42][cH:43][c:44]([N+:45]([O-:46])=[O:47])[cH:48][cH:49]2)=[O:50])[cH:51][cH:52]1)([O-:53])=[O:54].[OH2:55].[nH:1]1[n:2][c:3]([C:6](=[O:7])[O:8][CH3:9])[n:4][cH:5]1>>[n:1]1([CH:14]2[CH:15]([O:16][C:17]([CH3:18])=[O:19])[CH:20]([O:21][C:22]([CH3:23])=[O:24])[CH:25]([CH2:27][O:28][C:29]([CH3:30])=[O:31])[O:26]2)[n:2][c:3]([C:6](=[O:7])[O:8][CH3:9])[n:4][cH:5]1. Reactants: ClCCl, CO, CC#N, CC(C)O, C1CCC2=NCCCN2CC1, Nc1nc(NCCc2ccc(O)cc2)nc2nc(-c3ccco3)nn12, CS(=O)(=O)c1nc(N)n2nc(-c3ccco3)nc2n1. Yields the product Nc1nc(NCCc2ccc(Oc3nc(N)n4nc(-c5ccco5)nc4n3)cc2)nc2nc(-c3ccco3)nn12. Reaction SMILES: [CH2:58]([Cl:59])[Cl:60].[CH3:56][OH:57].[CH3:61][C:62]#[N:63].[CH:64]([OH:65])([CH3:66])[CH3:67].[N:26]12[CH2:27][CH2:28][CH2:29][N:30]=[C:31]1[CH2:32][CH2:33][CH2:34][CH2:35][CH2:36]2.[NH2:1][c:2]1[n:3][c:4]([NH:16][CH2:17][CH2:18][c:19]2[cH:20][cH:21][c:22]([OH:25])[cH:23][cH:24]2)[n:5][c:6]2[n:7]1[n:8][c:9](-[c:11]1[o:12][cH:13][cH:14][cH:15]1)[n:10]2.[NH2:37][c:38]1[n:39][c:40]([S:52]([CH3:53])(=[O:54])=[O:55])[n:41][c:42]2[n:43]1[n:44][c:45](-[c:47]1[o:48][cH:49][cH:50][cH:51]1)[n:46]2>>[NH2:1][c:2]1[n:3][c:4]([NH:16][CH2:17][CH2:18][c:19]2[cH:20][cH:21][c:22]([O:25][c:40]3[n:39][c:38]([NH2:37])[n:43]4[c:42]([n:41]3)[n:46][c:45](-[c:47]3[o:48][cH:49][cH:50][cH:51]3)[n:44]4)[cH:23][cH:24]2)[n:5][c:6]2[n:7]1[n:8][c:9](-[c:11]1[o:12][cH:13][cH:14][cH:15]1)[n:10]2. Procedure: To a suspension of 2-[2-(2,4-dichlorophenyl)-3-methyl-1H-pyrrol-1-yl]-1H-isoindole-1,3(2H)-dione (3.71 g, 10.0 mmol) in EtOH (60.0 mL) is added hydrazine monohydrate (1.21 mL, 1.25 g, 25.0 mmol) at room temperature. The reaction mixture is heated at reflux for 2 h. After cooling down to room temperature, the mixture is filtered. The filtrate is concentrated in vacuo to dryness and the residue is subjected to column chromatography (silica gel, 1/4 EtOAc/heptane) to give 2.36 g (98%) of light yell... Product: ClC1=C(C=CC(=C1)Cl)C=1N(C=CC1C)N (2-(2,4-dichlorophenyl)-3-methyl-1H-pyrrol-1-amine). RXN SMILES: [Cl:1][C:2]1[CH:7]=[C:6]([Cl:8])[CH:5]=[CH:4][C:3]=1[C:9]1[N:10]([N:15]2C(=O)C3C(=CC=CC=3)C2=O)[CH:11]=[CH:12][C:13]=1[CH3:14].O.NN>CCO>[Cl:1][C:2]1[CH:7]=[C:6]([Cl:8])[CH:5]=[CH:4][C:3]=1[C:9]1[N:10]([NH2:15])[CH:11]=[CH:12][C:13]=1[CH3:14] |f:1.2|. Run in CCO (EtOH). Starting materials: ClC1=C(C=CC(=C1)Cl)C=1N(C=CC1C)N1C(C2=CC=CC=C2C1=O)=O (2-[2-(2,4-dichlorophenyl)-3-methyl-1H-pyrrol-1-yl]-1H-isoindole-1,3(2H)-dione), O.NN (hydrazine monohydrate). The reactants are CC(C)N=C=O, Cl, CN(C(=O)N(C)C1CNCC1c1ccc(F)cc1)c1cc(C(F)(F)F)cc(C(F)(F)F)c1. Yields the product CC(C)NC(=O)N1CC(c2ccc(F)cc2)C(N(C)C(=O)N(C)c2cc(C(F)(F)F)cc(C(F)(F)F)c2)C1. Reaction SMILES: [CH:34]([CH3:35])([CH3:36])[N:37]=[C:38]=[O:39].[ClH:1].[F:2][C:3]([c:4]1[cH:5][c:6]([N:14]([C:15](=[O:16])[N:17]([CH3:18])[CH:19]2[CH2:20][NH:21][CH2:22][CH:23]2[c:24]2[cH:25][cH:26][c:27]([F:30])[cH:28][cH:29]2)[CH3:31])[cH:7][c:8]([C:10]([F:11])([F:12])[F:13])[cH:9]1)([F:32])[F:33]>>[F:2][C:3]([c:4]1[cH:5][c:6]([N:14]([C:15](=[O:16])[N:17]([CH3:18])[CH:19]2[CH2:20][N:21]([C:38]([NH:37][CH:34]([CH3:35])[CH3:36])=[O:39])[CH2:22][CH:23]2[c:24]2[cH:25][cH:26][c:27]([F:30])[cH:28][cH:29]2)[CH3:31])[cH:7][c:8]([C:10]([F:11])([F:12])[F:13])[cH:9]1)([F:32])[F:33]. The reactants are C(C)(C)N(CC)C(C)C (N,N-diisopropyl-N-ethylamine), O=C1[C@@H](N2C([C@H]([C@H]2C1)C(C)(OC(=O)OCC1=CC=C(C=C1)[N+](=O)[O-])C)=O)C(=O)OCC1=CC=C(C=C1)[N+](=O)[O-] (4-nitrobenzyl (2R,5R,6R)-3,7-dioxo-6-[1-methyl-1-(4-nitrobenzyloxycarbonyloxy)ethyl]-1-azabicyclo[3.2.0]heptane-2-carboxylate), FC(S(=O)(=O)OS(=O)(=O)C(F)(F)F)(F)F (trifluoromethanesulfonic anhydride), C(C)(C)N(CC)C(C)C (N,N-diisopropyl-N-ethylamine), CN1N=NN=C1S (1-methyl-1H-tetrazole-5-thiol). The reagents and catalysts are CN(C)C1=CC=NC=C1 (4-(N,N-dimethylamino)pyridine). Run in C(Cl)Cl (methylene chloride), C(Cl)Cl (methylene chloride), C(Cl)Cl (methylene chloride), C(Cl)Cl (methylene chloride), C(Cl)Cl (methylene chloride). Conditions: time 2 day. Product: CC(C)(OC(=O)OCC1=CC=C(C=C1)[N+](=O)[O-])[C@H]1[C@H]2CC(=C(N2C1=O)C(=O)OCC1=CC=C(C=C1)[N+](=O)[O-])SC1=NN=NN1C (4-nitrobenzyl (5R,6R)-6-[1-methyl-1-(4-nitrobenzyloxycarbonyloxy)ethyl]-3-(1-methyl-1H-tetrazol-5-ylthio)-7-oxo-1-azabicyclo[3.2.0]hept-2-ene-2-carboxylate). Isolated yield 75.3%. As a reaction SMILES: C(N(C(C)C)CC)(C)C.O=[C:11]1[CH2:17][C@H:16]2[N:13]([C:14](=[O:35])[C@H:15]2[C:18]([CH3:34])([O:20][C:21]([O:23][CH2:24][C:25]2[CH:30]=[CH:29][C:28]([N+:31]([O-:33])=[O:32])=[CH:27][CH:26]=2)=[O:22])[CH3:19])[C@H:12]1[C:36]([O:38][CH2:39][C:40]1[CH:45]=[CH:44][C:43]([N+:46]([O-:48])=[O:47])=[CH:42][CH:41]=1)=[O:37].FC(F)(F)S(OS(C(F)(F)F)(=O)=O)(=O)=O.[CH3:64][N:65]1[C:69]([SH:70])=[N:68][N:67]=[N:66]1>C(Cl)Cl.CN(C1C=CN=CC=1)C>[CH3:19][C:18]([C@@H:15]1[C:14](=[O:35])[N:13]2[C@@H:16]1[CH2:17][C:11]([S:70][C:69]1[N:65]([CH3:64])[N:66]=[N:67][N:68]=1)=[C:12]2[C:36]([O:38][CH2:39][C:40]1[CH:41]=[CH:42][C:43]([N+:46]([O-:48])=[O:47])=[CH:44][CH:45]=1)=[O:37])([O:20][C:21]([O:23][CH2:24][C:25]1[CH:30]=[CH:29][C:28]([N+:31]([O-:33])=[O:32])=[CH:27][CH:26]=1)=[O:22])[CH3:34]. Procedure: A solution of N,N-diisopropyl-N-ethylamine (0.0386 ml) in methylene chloride (0.347 ml) was added to a solution of 4-nitrobenzyl (2R,5R,6R)-3,7-dioxo-6-[1-methyl-1-(4-nitrobenzyloxycarbonyloxy)ethyl]-1-azabicyclo[3.2.0]heptane-2-carboxylate (100 mg) and 4-(N,N-dimethylamino)pyridine (2.3 mg) in methylene chloride (5 ml) at -30° C. A solution of trifluoromethanesulfonic anhydride (0.0326 ml) in methylene chloride (0.293 ml) was then added thereto at -30° C. After the mixture was stirred at the sa... Conditions: time 30 minute. The solvent is CN(C=O)C (dimethylformamide). The reactants are OC=1C=C(C=CC1)C(C)=O (3′-Hydroxyacetophenone), BrCCCC1=CC=CC=C1 (1-bromo-3-phenyl propane), C([O-])([O-])=O.[K+].[K+] (potassium carbonate). The yield is 94.4%. Reagents/catalysts: [I-].[Na+] (sodium iodide). As a reaction SMILES: [OH:1][C:2]1[CH:3]=[C:4]([C:8](=[O:10])[CH3:9])[CH:5]=[CH:6][CH:7]=1.Br[CH2:12][CH2:13][CH2:14][C:15]1[CH:20]=[CH:19][CH:18]=[CH:17][CH:16]=1.C(=O)([O-])[O-].[K+].[K+]>CN(C)C=O.[I-].[Na+]>[C:15]1([CH2:14][CH2:13][CH2:12][O:1][C:2]2[CH:3]=[C:4]([C:8](=[O:10])[CH3:9])[CH:5]=[CH:6][CH:7]=2)[CH:20]=[CH:19][CH:18]=[CH:17][CH:16]=1 |f:2.3.4,6.7|. Procedure: 3′-Hydroxyacetophenone (6.81 g, 50 mmol) and 1-bromo-3-phenyl propane (11.95 g, 60 mmol) were dissolved in dimethylformamide (70 ml). Then, potassium carbonate (15 g) and sodium iodide (0.5 g) were added thereto and the mixture was allowed to react for 7 hours at 80° C. Ethyl acetate (300 ml) and purified water (200 ml) were further added to the reaction mixture prior to stirring for 30 min. The organic layer extracted with ethyl acetate was dried over anhydrous magnesium sulfate, concentrated, ... Yields the product C1(=CC=CC=C1)CCCOC=1C=C(C=CC1)C(C)=O (3′-(3-phenylpropyloxy)acetophenone). Reactants: C(#N)CCP(O)(N(C(C)C)C(C)C)O[C@H]1[C@H]([C@@H](O[C@@H]1COC(C1=CC=C(C=C1)OC)(C1=CC=C(C=C1)OC)C1=CC=CC=C1)N1C(=O)NC(=O)C=C1)OCOCC(C(F)(F)F)C(F)(F)F (2′-O-(2-Trifluoromethyl-3,3,3-trifluoropropanoxymethyl)-5′-O-(4,4′-dimethoxytrityl)uridine 3′-O-(2-cyanoethyl N,N-diisopropylphosphoramidite)), C(C)(=O)NC=1C=2N=CN([C@H]3[C@H](OCOCC(C(F)(F)F)C(F)(F)F)[C@H](O)[C@@H](COC(C4=CC=C(C=C4)OC)(C4=CC=C(C=C4)OC)C4=CC=CC=C4)O3)C2N=CN1 (N6-Acetyl-2′-O-(2-trifluoromethyl-3,3,3-trifluoropropanoxymethyl)-5′-O-(4,4′-dimethoxytrityl)adenosine). Product: C(#N)CCP(O)(N(C(C)C)C(C)C)O[C@H]1[C@H]([C@@H](O[C@@H]1COC(C1=CC=C(C=C1)OC)(C1=CC=C(C=C1)OC)C1=CC=CC=C1)N1C=NC=2C(NC(C)=O)=NC=NC12)OCOCC(C(F)(F)F)C(F)(F)F (N6-Acetyl-2′-O-(2-trifluoromethyl-3,3,3-trifluoropropanoxymethyl)-5′-O-(4,4′-dimethoxytrityl)adenosine 3′-O-(2-cyanoethyl N,N-diisopropylphosphoramidite)). Isolated yield 70.0%. Reaction SMILES: [C:1]([CH2:3][CH2:4][PH:5](O[C@@H]1[C@@H](COC(C2C=CC=CC=2)(C2C=CC(OC)=CC=2)C2C=CC(OC)=CC=2)O[C@@H](N2C=CC(=O)NC2=O)[C@@H]1OCOCC(C(F)(F)F)C(F)(F)F)([N:7]([CH:11]([CH3:13])[CH3:12])[CH:8]([CH3:10])[CH3:9])[OH:6])#[N:2].[C:66]([NH:69][C:70]1[C:71]2[N:72]=[CH:73][N:74]([C:119]=2[N:120]=[CH:121][N:122]=1)[C@@H:75]1[O:118][C@H:92]([CH2:93][O:94][C:95]([C:112]2[CH:117]=[CH:116][CH:115]=[CH:114][CH:113]=2)([C:104]2[CH:109]=[CH:108][C:107]([O:110][CH3:111])=[CH:106][CH:105]=2)[C:96]2[CH:101]=[CH:100][C:99]([O:102][CH3:103])=[CH:98][CH:97]=2)[C@@H:90]([OH:91])[C@H:76]1[O:77][CH2:78][O:79][CH2:80][CH:81]([C:86]([F:89])([F:88])[F:87])[C:82]([F:85])([F:84])[F:83])(=[O:68])[CH3:67]>>[C:1]([CH2:3][CH2:4][PH:5]([O:91][C@@H:90]1[C@@H:92]([CH2:93][O:94][C:95]([C:112]2[CH:113]=[CH:114][CH:115]=[CH:116][CH:117]=2)([C:104]2[CH:109]=[CH:108][C:107]([O:110][CH3:111])=[CH:106][CH:105]=2)[C:96]2[CH:97]=[CH:98][C:99]([O:102][CH3:103])=[CH:100][CH:101]=2)[O:118][C@@H:75]([N:74]2[C:119]3[N:120]=[CH:121][N:122]=[C:70]([NH:69][C:66](=[O:68])[CH3:67])[C:71]=3[N:72]=[CH:73]2)[C@@H:76]1[O:77][CH2:78][O:79][CH2:80][CH:81]([C:82]([F:83])([F:84])[F:85])[C:86]([F:89])([F:88])[F:87])([N:7]([CH:11]([CH3:13])[CH3:12])[CH:8]([CH3:9])[CH3:10])[OH:6])#[N:2]. Reported procedure: This compound was synthesized in the same manner as that used for the compound 3u by using the compound 2a instead of the compound 2u. Yield was 70% (white foam). Starting materials: C(C1=CC=CC=C1)OC(=O)N[C@H]1CC(=O)OC1=O (N-benzyloxycarbonyl-L-aspartic anhydride), O (water), C(C)(=O)[O-].[Na+] (sodium acetate), Cl.COC([C@@H](N)CC1=CC=CC=C1)=O (L-phenylalanine methyl ester hydrochloride). Run in C(C)(=O)O (acetic acid), C(C)(=O)O (acetic acid). Run at time 2 hour. The product is COC([C@@H](NC([C@@H](NC(=O)OCC1=CC=CC=C1)CC(O)=O)=O)CC1=CC=CC=C1)=O (N-benzyloxycarbonyl-α-L-aspartyl-L-phenylalanine methyl ester). Isolated yield 68.9%. RXN SMILES: [CH2:1]([O:8][C:9]([NH:11][C@@H:12]1[C:17](=[O:18])[O:16][C:14](=[O:15])[CH2:13]1)=[O:10])[C:2]1[CH:7]=[CH:6][CH:5]=[CH:4][CH:3]=1.C([O-])(=O)C.[Na+].Cl.[CH3:25][O:26][C:27](=[O:37])[C@H:28]([CH2:30][C:31]1[CH:36]=[CH:35][CH:34]=[CH:33][CH:32]=1)[NH2:29].O>C(O)(=O)C>[CH3:25][O:26][C:27](=[O:37])[C@H:28]([CH2:30][C:31]1[CH:36]=[CH:35][CH:34]=[CH:33][CH:32]=1)[NH:29][C:17](=[O:18])[C@H:12]([CH2:13][C:14](=[O:15])[OH:16])[NH:11][C:9]([O:8][CH2:1][C:2]1[CH:7]=[CH:6][CH:5]=[CH:4][CH:3]=1)=[O:10] |f:1.2,3.4|. Reported procedure: In 75.3 g of acetic acid, 25.1 g (0.1 mole) of N-benzyloxycarbonyl-L-aspartic anhydride was suspended and 9.2 g (0.11 mole) of sodium acetate was added at 20°-25° C. with stirring. After cooling to 15°-20° C., 64.8 g of an acetic acid solution containing 21.6 g (0.1 mole) of L-phenylalanine methyl ester hydrochloride was added at the same temperature. The reaction was carried out for 2 hours with stirring at the same temperature. Thereafter 110.1 g of water was added at the same temperature and ...